From a dataset of the Open Reaction Database (ORD), a public repository of structured organic reaction records. describe an organic reaction: reactants, conditions, products, and yield Starting materials: O=C([O-])O, C=Cc1ccc(Oc2ccc(C(OCOC)(C(F)(F)F)C(F)(F)F)cc2CCC)cc1C#N, ClCCl, [Na+], [Na+], [Na+], O=C(OO)c1cccc(Cl)c1, O=S([O-])[O-]. The product is CCCc1cc(C(OCOC)(C(F)(F)F)C(F)(F)F)ccc1Oc1ccc(C2CO2)c(C#N)c1. As a reaction SMILES: [C:34]([OH:35])(=[O:36])[O-:37].[CH2:1]([CH2:2][CH3:3])[c:4]1[c:5]([O:6][c:7]2[cH:8][cH:9][c:10]([CH:15]=[CH2:16])[c:11]([C:12]#[N:13])[cH:14]2)[cH:17][cH:18][c:19]([C:21]([C:22]([F:23])([F:24])[F:25])([C:26]([F:27])([F:28])[F:29])[O:30][CH2:31][O:32][CH3:33])[cH:20]1.[Cl:56][CH2:57][Cl:58].[Na+:38].[Na+:54].[Na+:55].[OH:39][O:40][C:41]([c:42]1[cH:43][c:44]([Cl:45])[cH:46][cH:47][cH:48]1)=[O:49].[S:50]([O-:51])([O-:52])=[O:53]>>[CH2:1]([CH2:2][CH3:3])[c:4]1[c:5]([O:6][c:7]2[cH:8][cH:9][c:10]([CH:15]3[CH2:16][O:35]3)[c:11]([C:12]#[N:13])[cH:14]2)[cH:17][cH:18][c:19]([C:21]([C:22]([F:23])([F:24])[F:25])([C:26]([F:27])([F:28])[F:29])[O:30][CH2:31][O:32][CH3:33])[cH:20]1. The reactants are [C]=O (carbon monoxide), NC1=CC=NC=C1 (4-aminopyridine), C(Cl)[C@@H]1CO1 ((S)-epichlorohydrin), C(C)O (ethanol), complex. The product is C(C)OC(CC(CCl)O)=O (4-chloro-3-hydroxybutanoic acid ethyl ester). Isolated yield 92.0%. RXN SMILES: N[C:2]1[CH:7]=CN=CC=1.[CH2:8]([C@H:10]1[O:12][CH2:11]1)[Cl:9].[C]=[O:14].[CH2:15]([OH:17])C>>[CH2:7]([O:14][C:15](=[O:17])[CH2:11][CH:10]([OH:12])[CH2:8][Cl:9])[CH3:2] |^3:12|. Procedure: In a 50 mL-volumetric autoclave was added deaerated ethanol (10 mL), and thereto were added 4-aminopyridine (47 mg, 0.5 mmol) and (S)-epichlorohydrin (1.9 g, 20 mmol, >99% ee). Then to the mixture was added crystalline dicobaltoctacarbonyl complex (171 mg, 0.5 mmol). After covering the autoclave with a cap, carbon monoxide (1 MPa) was introduced therein and the mixture was reacted at 30° C. for 30 hours. After cooling to room temperature, the solvent was removed in vacuo. The residue was subject... Reactants: Cc1ccc(C(=O)NC2CC2)cc1-n1cnc2ccc(N3CC4CC3CN4C(=O)OC(C)(C)C)cc2c1=O, O=C([O-])O, C=O, O=CO, [Na+], O. Product: Cc1ccc(C(=O)NC2CC2)cc1-n1cnc2ccc(N3CC4CC3CN4C)cc2c1=O. RXN SMILES: [C:1]([O:2][C:6](=[O:3])[N:8]1[CH:9]2[CH2:10][N:11]([c:15]3[cH:16][c:17]4[c:18](=[O:38])[n:19](-[c:25]5[c:26]([CH3:37])[cH:27][cH:28][c:29]([C:31](=[O:32])[NH:33][CH:34]6[CH2:35][CH2:36]6)[cH:30]5)[cH:20][n:21][c:22]4[cH:23][cH:24]3)[CH:12]([CH2:13]1)[CH2:14]2)([CH3:4])([CH3:5])[CH3:7].[C:45](=[O:46])([OH:47])[O-:48].[CH2:39]=[O:40].[CH:41]([OH:42])=[O:43].[Na+:49].[OH2:44]>>[CH3:6][N:8]1[CH:9]2[CH2:10][N:11]([c:15]3[cH:16][c:17]4[c:18](=[O:38])[n:19](-[c:25]5[c:26]([CH3:37])[cH:27][cH:28][c:29]([C:31](=[O:32])[NH:33][CH:34]6[CH2:35][CH2:36]6)[cH:30]5)[cH:20][n:21][c:22]4[cH:23][cH:24]3)[CH:12]([CH2:13]1)[CH2:14]2. Starting materials: [Br-].O1C(OCC1)CC[P+](C1=CC=CC=C1)(C1=CC=CC=C1)C1=CC=CC=C1 (2-(1,3-dioxolan-2-yl)ethyl-triphenylphosphonium bromide), C(C)OCC (diethyl ether), potassium tert.butylate, O=C1CCC(CC1)C1=CC=C(C(=O)N)C=C1 (4-(4oxocyclohexyl)benzamide). Run in O1CCCC1 (tetrahydrofuran). Reaction conditions: time 1 hour. Yields the product O1C(OCC1)CC=C1CCC(CC1)C1=CC=C(C(=O)N)C=C1 (4-[4-[2(-1,3-dioxolan-2-yl)ethylidene]cyclo-hexyl]benzamide). Isolated yield 61.3%. As a reaction SMILES: [Br-].[O:2]1[CH2:6][CH2:5][O:4][CH:3]1[CH2:7][CH2:8][P+](C1C=CC=CC=1)(C1C=CC=CC=1)C1C=CC=CC=1.O=[C:29]1[CH2:34][CH2:33][CH:32]([C:35]2[CH:43]=[CH:42][C:38]([C:39]([NH2:41])=[O:40])=[CH:37][CH:36]=2)[CH2:31][CH2:30]1.C(OCC)C>O1CCCC1>[O:4]1[CH2:5][CH2:6][O:2][CH:3]1[CH2:7][CH:8]=[C:29]1[CH2:34][CH2:33][CH:32]([C:35]2[CH:43]=[CH:42][C:38]([C:39]([NH2:41])=[O:40])=[CH:37][CH:36]=2)[CH2:31][CH2:30]1 |f:0.1|. Procedure: 140.9 g of 2-(1,3-dioxolan-2-yl)ethyl-triphenylphosphonium bromide were suspended in 4.5 l of tetrahydrofuran while gassing with nitrogen and the suspension was treated at 0° C. within 5 minutes with 36.8 g of potassium tert.butylate. The orange suspension was stirred at room temperature for a further 1 hour and treated within 5 minutes with 46.1 g of 4-(4oxocyclohexyl)benzamide. The reaction mixture was stirred at room temperature for a further 4.5 hours and then concentrated in a vacuum. The y... The reactants are CC(=O)OCC1OC(Br)C(NC(C)=C2C(=O)CC(C)(C)CC2=O)C(OC(C)=O)C1OC(C)=O, C[Si](C)(C)N=[N+]=[N-], CCCC[N+](CCCC)(CCCC)CCCC, CC#N, [F-]. Product: CC(=O)OCC1OC(N=[N+]=[N-])C(NC(C)=C2C(=O)CC(C)(C)CC2=O)C(OC(C)=O)C1OC(C)=O. Reaction SMILES: [C:1]([CH3:2])(=[O:3])[O:4][CH:5]1[CH:6]([NH:21][C:22]([CH3:23])=[C:24]2[C:25](=[O:33])[CH2:26][C:27]([CH3:31])([CH3:32])[CH2:28][C:29]2=[O:30])[CH:7]([Br:20])[O:8][CH:9]([CH2:15][O:16][C:17]([CH3:18])=[O:19])[CH:10]1[O:11][C:12]([CH3:13])=[O:14].[CH3:34][Si:35]([CH3:36])([CH3:37])[N:38]=[N+:39]=[N-:40].[CH3:42][CH2:43][CH2:44][CH2:45][N+:46]([CH2:47][CH2:48][CH2:49][CH3:50])([CH2:51][CH2:52][CH2:53][CH3:54])[CH2:55][CH2:56][CH2:57][CH3:58].[CH3:59][C:60]#[N:61].[F-:41]>>[C:1]([CH3:2])(=[O:3])[O:4][CH:5]1[CH:6]([NH:21][C:22]([CH3:23])=[C:24]2[C:25](=[O:33])[CH2:26][C:27]([CH3:31])([CH3:32])[CH2:28][C:29]2=[O:30])[CH:7]([N:38]=[N+:39]=[N-:40])[O:8][CH:9]([CH2:15][O:16][C:17]([CH3:18])=[O:19])[CH:10]1[O:11][C:12]([CH3:13])=[O:14].